This data is from the Open Reaction Database (ORD), a public repository of structured organic reaction records. The task is: describe an organic reaction: reactants, conditions, products, and yield Starting materials: O1CCOC12CN(CC2)[C@@H]2[C@H](CCCC2)O ((1S,2S)-2-(1,4-dioxa-7-azaspiro[4.4]non-7-yl)cyclohexanol), ClC1=C(CBr)C(=CC=C1)Cl (2,6-dichlorobenzyl bromide), [H-].[Na+] (sodium hydride), oil. The solvent is COCCOC (ethylene glycol dimethyl ether), COCCOC (ethylene glycol dimethyl ether), COCCOC (ethyleneglycol dimethyl ether). Reaction conditions: time 2 hour. Yields the product O1CCOC12CN(CC2)[C@@H]2[C@H](CCCC2)OCC2=C(C=CC=C2Cl)Cl ((1S,2S)-2-[1,4-Dioxa-7-azaspiro[4.4]non-7-yl]-1-[(2,6-dichlorophenyl)methoxy]cyclohexane). As a reaction SMILES: [H-].[Na+].[O:3]1[C:7]2([CH2:11][CH2:10][N:9]([C@H:12]3[CH2:17][CH2:16][CH2:15][CH2:14][C@@H:13]3[OH:18])[CH2:8]2)[O:6][CH2:5][CH2:4]1.[Cl:19][C:20]1[CH:27]=[CH:26][CH:25]=[C:24]([Cl:28])[C:21]=1[CH2:22]Br>COCCOC>[O:6]1[C:7]2([CH2:11][CH2:10][N:9]([C@H:12]3[CH2:17][CH2:16][CH2:15][CH2:14][C@@H:13]3[O:18][CH2:22][C:21]3[C:20]([Cl:19])=[CH:27][CH:26]=[CH:25][C:24]=3[Cl:28])[CH2:8]2)[O:3][CH2:4][CH2:5]1 |f:0.1|. Procedure: To a suspension of sodium hydride, 80% oil dispersion (222 mg, 7.25 mmol) in ethyleneglycol dimethyl ether (20 mL) was added a solution of (1R,2R)/(1S,2S)-2-(1,4-dioxa-7-azaspiro[4.4]non-7-yl)cyclohexanol (1.5 g, 6.60 mmol, step (v) of Example 15) in ethylene glycol dimethyl ether (10 mL). The resulting mixture was stirred at room temperature for 2 hours and then a solution of 2,6-dichlorobenzyl bromide (1.9 g, 7.9 mmol) in ethylene glycol dimethyl ether (10 mL) was added. The reaction mixture w... Procedure details: To a solution of the ester from Step 3 (270 mg, 0.83 mmol) in dry THF (5 mL) at 0° C. was added a solution of diisobutyl aluminum hydride (1M) in toluene (2.1 mL, 2.1 mmol, 3.5 eq.). After 1 hour, the reaction mixture was added dropwise to a solution of 1N aqueous HCl and extracted with ethyl acetate. The organic phase was washed with brine, dried over MgSO4 and evaporated to dryness. The crude product was chromatographed on silica gel eluting with a 1:3 mixture of ethyl acetate-hexane to afford... RXN SMILES: [CH3:1][C:2]1[C:10]2[C:5](=[CH:6][CH:7]=[CH:8][CH:9]=2)/[C:4](=[CH:11]\[C:12]2[CH:17]=[CH:16][C:15]([S:18][CH3:19])=[CH:14][CH:13]=2)/[C:3]=1[CH2:20][C:21](OC)=[O:22].[H-].C([Al+]CC(C)C)C(C)C.C1(C)C=CC=CC=1.Cl>C1COCC1>[OH:22][CH2:21][CH2:20][C:3]1/[C:4](=[CH:11]/[C:12]2[CH:17]=[CH:16][C:15]([S:18][CH3:19])=[CH:14][CH:13]=2)/[C:5]2[C:10]([C:2]=1[CH3:1])=[CH:9][CH:8]=[CH:7][CH:6]=2 |f:1.2|. Conditions: time 1 hour. Reactants: CC1=C(/C(/C2=CC=CC=C12)=C/C1=CC=C(C=C1)SC)CC(=O)OC (Methyl (Z)-3-methyl-1-(4-methylthiobenzylidene)inden-2-ylacetate), [H-].C(C(C)C)[Al+]CC(C)C (diisobutyl aluminum hydride), C1(=CC=CC=C1)C (toluene), Cl (HCl). The solvent is C1CCOC1 (THF). Yields the product OCCC=1/C(/C2=CC=CC=C2C1C)=C/C1=CC=C(C=C1)SC ((Z)-2-(2-Hydroxyethyl)-3-methyl-1-(4-methylthiobenzylidene)indene). Starting materials: O=C([O-])[O-], COc1ccnc(CCc2nc3cc(I)cnc3[nH]2)c1, [Cl-], [K+], [K+], [Li+], C1COCCO1, O, OB(O)c1ccc(O)cc1, c1ccc(P(c2ccccc2)(c2ccccc2)[Pd](P(c2ccccc2)(c2ccccc2)c2ccccc2)(P(c2ccccc2)(c2ccccc2)c2ccccc2)P(c2ccccc2)(c2ccccc2)c2ccccc2)cc1. Product: COc1ccnc(CCc2nc3cc(-c4ccc(O)cc4)cnc3[nH]2)c1. RXN SMILES: [C:31](=[O:32])([O-:33])[O-:34].[CH3:1][O:2][c:3]1[cH:4][c:5]([CH2:9][CH2:10][c:11]2[n:12][c:13]3[c:14]([n:15][cH:16][c:17]([I:19])[cH:18]3)[nH:20]2)[n:6][cH:7][cH:8]1.[Cl-:38].[K+:35].[K+:36].[Li+:37].[O:39]1[CH2:40][CH2:41][O:42][CH2:43][CH2:44]1.[OH2:45].[OH:21][c:22]1[cH:23][cH:24][c:25]([B:28]([OH:29])[OH:30])[cH:26][cH:27]1.[cH:46]1[cH:47][cH:48][c:49]([P:50]([Pd:51]([P:52]([c:53]2[cH:54][cH:55][cH:56][cH:57][cH:58]2)([c:59]2[cH:60][cH:61][cH:62][cH:63][cH:64]2)[c:65]2[cH:66][cH:67][cH:68][cH:69][cH:70]2)([P:71]([c:72]2[cH:73][cH:74][cH:75][cH:76][cH:77]2)([c:78]2[cH:79][cH:80][cH:81][cH:82][cH:83]2)[c:84]2[cH:85][cH:86][cH:87][cH:88][cH:89]2)[P:90]([c:91]2[cH:92][cH:93][cH:94][cH:95][cH:96]2)([c:97]2[cH:98][cH:99][cH:100][cH:101][cH:102]2)[c:103]2[cH:104][cH:105][cH:106][cH:107][cH:108]2)([c:109]2[cH:110][cH:111][cH:112][cH:113][cH:114]2)[c:115]2[cH:116][cH:117][cH:118][cH:119][cH:120]2)[cH:121][cH:122]1>>[CH3:1][O:2][c:3]1[cH:4][c:5]([CH2:9][CH2:10][c:11]2[n:12][c:13]3[c:14]([n:15][cH:16][c:17](-[c:25]4[cH:24][cH:23][c:22]([OH:21])[cH:27][cH:26]4)[cH:18]3)[nH:20]2)[n:6][cH:7][cH:8]1. The reactants are CI, CCOC(C)=O, [H-], [Na+], CN(C)C=O, O=Cc1ccc2[nH]ccc2c1. Product: Cn1ccc2cc(C=O)ccc21. RXN SMILES: [CH3:14][I:15].[CH3:16][CH2:17][O:18][C:19](=[O:20])[CH3:21].[H-:12].[Na+:13].[O:22]=[CH:23][N:24]([CH3:25])[CH3:26].[nH:1]1[cH:2][cH:3][c:4]2[cH:5][c:6]([CH:10]=[O:11])[cH:7][cH:8][c:9]12>>[n:1]1([CH3:16])[cH:2][cH:3][c:4]2[cH:5][c:6]([CH:10]=[O:11])[cH:7][cH:8][c:9]12. Reactants: [BH4-].[Na+] (Sodium borohydride), Cl.S1N=C(C2=C1C=CC=C2)N2CCN(CC2)CCCC(=O)C2=CC=C(C=C2)F (4-[4-(1,2-benzisothiazol-3-yl)-1-piperazinyl]-1-(4-fluorophenyl)-1-butanone hydrochloride), Cl (hydrogen chloride). Solvent: C(C)O (ethanol). Conditions: time 20 hour. Product: S1N=C(C2=C1C=CC=C2)N2CCN(CC2)CCCC(O)C2=CC=C(C=C2)F (α-[3-[4-(1,2-Benzisothiazol-3-yl)-1-piperazinyl]propyl]-4-fluorobenzenemethanol). Isolated yield 69.0%. RXN SMILES: [BH4-].[Na+].Cl.[S:4]1[C:8]2[CH:9]=[CH:10][CH:11]=[CH:12][C:7]=2[C:6]([N:13]2[CH2:18][CH2:17][N:16]([CH2:19][CH2:20][CH2:21][C:22]([C:24]3[CH:29]=[CH:28][C:27]([F:30])=[CH:26][CH:25]=3)=[O:23])[CH2:15][CH2:14]2)=[N:5]1.Cl>C(O)C>[S:4]1[C:8]2[CH:9]=[CH:10][CH:11]=[CH:12][C:7]=2[C:6]([N:13]2[CH2:18][CH2:17][N:16]([CH2:19][CH2:20][CH2:21][CH:22]([C:24]3[CH:25]=[CH:26][C:27]([F:30])=[CH:28][CH:29]=3)[OH:23])[CH2:15][CH2:14]2)=[N:5]1 |f:0.1,2.3|. Reported procedure: Sodium borohydride (1.0 g., 0.026 mole) is added portionwise to a stirred suspension of 4-[4-(1,2-benzisothiazol-3-yl)-1-piperazinyl]-1-(4-fluorophenyl)-1-butanone hydrochloride (3.34 g., 0.008 mole) in 150 ml. of absolute ethanol. The mixture is stirred for a 20 hr. period, acidified with ethanolic hydrogen chloride, stirred for an additional 2 hr. period and concentrated in vacuo. Residual material is partitioned between chloroform and 1 N aqueous sodium hydroxide and the chloroform phase drie... The reactants are C1(=CC=C(C=C1)S(=O)(=O)O)C (p-Toluene sulphonic acid), COC(C1=C(C=NC=C1)N1C(C2=CC(=CC=C2CC1)C(F)(F)F)=O)OC (2-(4-dimethoxymethyl-pyridin-3-yl)-7-trifluoromethyl-3,4-dihydro-2H-isoquinolin-1-one), CO (methanol). The solvent is CC(=O)C (acetone), O (water), C(Cl)(Cl)Cl (CHCl3). Conditions: time 48 hour. Yields the product O=C1N(CCC2=CC=C(C=C12)C(F)(F)F)C1=C(C=O)C=CN=C1 (3-(1-oxo-7-(trifluoromethyl)-3,4-dihydroisoquinolin-2(1H)-yl) isonicotinaldehyde). Isolated yield 14.0%. RXN SMILES: C1(C)C=CC(S(O)(=O)=O)=CC=1.C[O:13][CH:14](OC)[C:15]1[CH:20]=[CH:19][N:18]=[CH:17][C:16]=1[N:21]1[CH2:30][CH2:29][C:28]2[C:23](=[CH:24][C:25]([C:31]([F:34])([F:33])[F:32])=[CH:26][CH:27]=2)[C:22]1=[O:35].CO>CC(C)=O.O.C(Cl)(Cl)Cl>[O:35]=[C:22]1[C:23]2[C:28](=[CH:27][CH:26]=[C:25]([C:31]([F:32])([F:33])[F:34])[CH:24]=2)[CH2:29][CH2:30][N:21]1[C:16]1[CH:17]=[N:18][CH:19]=[CH:20][C:15]=1[CH:14]=[O:13]. Reported procedure: p-Toluene sulphonic acid (PTSA) (4.3 g, 23.093 mmol) was added to a stirred solution of 2-(4-dimethoxymethyl-pyridin-3-yl)-7-trifluoromethyl-3,4-dihydro-2H-isoquinolin-1-one (I-53b: 900 mg, 2.4568 mmol) in acetone (30 mL) and water (30 mL) and resulting reaction mixture was stirred for 48 hours at room temperature. The reaction mass was distilled under vacuum and the crude residue was dissolved in methanol (20 mL). This was followed by the addition of 2 N HCl (10 mL) and refluxed the resulting r...